Dataset: the Open Reaction Database (ORD), a public repository of structured organic reaction records. Task: describe an organic reaction: reactants, conditions, products, and yield Reactants: CS(C)=O, [Cu]I, O=C(Cc1ccc(I)cc1)Nc1ccc(-c2ccccc2)cn1, [K+], [K+], [K+], O=C(O)C1CCCN1, O=P([O-])([O-])[O-], c1c[nH]cn1. Yields the product O=C(Cc1ccc(-n2ccnc2)cc1)Nc1ccc(-c2ccccc2)cn1. RXN SMILES: [CH3:45][S:46]([CH3:47])=[O:48].[Cu:49][I:50].[I:1][c:2]1[cH:3][cH:4][c:5]([CH2:8][C:9](=[O:10])[NH:11][c:12]2[n:13][cH:14][c:15](-[c:18]3[cH:19][cH:20][cH:21][cH:22][cH:23]3)[cH:16][cH:17]2)[cH:6][cH:7]1.[K+:34].[K+:35].[K+:36].[OH:37][C:38]([CH:39]1[NH:40][CH2:41][CH2:42][CH2:43]1)=[O:44].[P:29]([O-:30])([O-:31])([O-:32])=[O:33].[nH:24]1[cH:25][n:26][cH:27][cH:28]1>>[c:2]1(-[n:24]2[cH:25][n:26][cH:27][cH:28]2)[cH:3][cH:4][c:5]([CH2:8][C:9](=[O:10])[NH:11][c:12]2[n:13][cH:14][c:15](-[c:18]3[cH:19][cH:20][cH:21][cH:22][cH:23]3)[cH:16][cH:17]2)[cH:6][cH:7]1. Reactants: NCCCCCC(=O)O (6-Aminohexanoic acid), O(C1=CC=CC=C1)C=1C2=CC=CC=C2N=C2C=CC=CC12 (9-phenoxyacridine), CCOCC (ether). Solvent: C1(=CC=CC=C1)O (phenol). Conditions: temperature 120 celsius, time 2 hour. Yields the product C(=O)(O)CCCCCNC=1C2=CC=CC=C2N=C2C=CC=CC12 (9-(5-carboxypentyl) aminoacridine). RXN SMILES: [NH2:1][CH2:2][CH2:3][CH2:4][CH2:5][CH2:6][C:7]([OH:9])=[O:8].O([C:17]1[C:18]2[C:23]([N:24]=[C:25]3[C:30]=1[CH:29]=[CH:28][CH:27]=[CH:26]3)=[CH:22][CH:21]=[CH:20][CH:19]=2)C1C=CC=CC=1.CCOCC>C1(O)C=CC=CC=1>[C:7]([CH2:6][CH2:5][CH2:4][CH2:3][CH2:2][NH:1][C:17]1[C:18]2[C:23]([N:24]=[C:25]3[C:30]=1[CH:29]=[CH:28][CH:27]=[CH:26]3)=[CH:22][CH:21]=[CH:20][CH:19]=2)([OH:9])=[O:8]. Procedure details: 6-Aminohexanoic acid (1.47 g, 11.2 mmol) was added to a solution of 9-phenoxyacridine (2.7 g, 10 mmol) in phenol (15 g). The suspension was stirred at 120° C. for 2 h. The solution was cooled to room temperature and poured into ether whereby the product precipitated as a yellow-green solid. It was triturated with hot ethanol, filtered then washed with ethanol, giving crude 9-(5-carboxypentyl) aminoacridine.Yield 2.4 g (78%). The reactants are CCOP(=O)(CC(=O)OC)OCC, CC(C)(C=O)CCCCn1ccnc1. Product: COC(=O)C=CC(C)(C)CCCCn1ccnc1. As a reaction SMILES: [CH3:15][O:16][C:17](=[O:18])[CH2:19][P:20](=[O:21])([O:22][CH2:23][CH3:24])[O:25][CH2:26][CH3:27].[CH:1](=[O:2])[C:3]([CH2:4][CH2:5][CH2:6][CH2:7][n:8]1[cH:9][n:10][cH:11][cH:12]1)([CH3:13])[CH3:14]>>[CH:1]([C:3]([CH2:4][CH2:5][CH2:6][CH2:7][n:8]1[cH:9][n:10][cH:11][cH:12]1)([CH3:13])[CH3:14])=[CH:19][C:17]([O:16][CH3:15])=[O:18]. Starting materials: ClC1=NC(=NC(=C1)Cl)N[C@@H](C)C1=CC=C(C=C1)F ((S)-4,6-dichloro-N-[1-(4-fluorophenyl)ethyl]pyrimidine-2-amine), N1N=CC(=C1)C(=O)OCC (ethyl 4-pyrazole carboxylate), CN[C@H]1[C@@H](CCCC1)NC (trans-N,N′-dimethylcyclohexane-1,2-diamine), P(=O)([O-])([O-])[O-].[K+].[K+].[K+] (tripotassium phosphate). Reagents/catalysts: [Cu](I)I (copper iodide). The solvent is C(C)(=O)OCC (ethyl acetate), O1CCOCC1 (1,4-dioxane). Run at temperature 100 celsius, time 6 hour. The product is ClC1=CC(=NC(=N1)N[C@@H](C)C1=CC=C(C=C1)F)N1N=CC(=C1)C(=O)OCC (Ethyl (S)-1-{6-chloro-2-[1-(4-fluorophenyl)ethylamino]pyrimidin-4-yl}-1H-pyrazole-4-carboxylate). Isolated yield 7.5%. RXN SMILES: Cl[C:2]1[CH:7]=[C:6]([Cl:8])[N:5]=[C:4]([NH:9][C@H:10]([C:12]2[CH:17]=[CH:16][C:15]([F:18])=[CH:14][CH:13]=2)[CH3:11])[N:3]=1.[NH:19]1[CH:23]=[C:22]([C:24]([O:26][CH2:27][CH3:28])=[O:25])[CH:21]=[N:20]1.CN[C@@H]1CCCC[C@H]1NC.P([O-])([O-])([O-])=O.[K+].[K+].[K+]>C(OCC)(=O)C.[Cu](I)I.O1CCOCC1>[Cl:8][C:6]1[N:5]=[C:4]([NH:9][C@H:10]([C:12]2[CH:17]=[CH:16][C:15]([F:18])=[CH:14][CH:13]=2)[CH3:11])[N:3]=[C:2]([N:19]2[CH:23]=[C:22]([C:24]([O:26][CH2:27][CH3:28])=[O:25])[CH:21]=[N:20]2)[CH:7]=1 |f:3.4.5.6|. Procedure details: 500 mg of (S)-4,6-dichloro-N-[1-(4-fluorophenyl)ethyl]pyrimidine-2-amine (Reference Example 1), 270 mg of ethyl 4-pyrazole carboxylate, 0.20 ml of trans-N,N′-dimethylcyclohexane-1,2-diamine, 780 mg of tripotassium phosphate and 100 mg of copper iodide were added in turn to 10 ml of degassed 1,4-dioxane, and the mixture was stirred at 100° C. for 6 hours under argon atmosphere. The reaction solution was diluted with ethyl acetate. The solution was washed in turn with water and brine and then drie...